describe an organic reaction: reactants, conditions, products, and yield From a dataset of the Open Reaction Database (ORD), a public repository of structured organic reaction records. Reactants: NC1=NC(=CC(=N1)Cl)Cl (2-amino-4,6-dichloro-pyrimidine), [OH-].[Na+] (NaOH), CCOC(=O)C.CCCCCC (EtOAc hexane), OC=1C=C2C=CNC2=CC1 (5-hydroxyindole). The solvent is O (water), CC(=O)C (acetone). Conditions: temperature 70 celsius, time 2 hour. The product is NC1=NC(=CC(=N1)OC=1C=C2C=CNC2=CC1)Cl (5-(2-Amino-6-chloro-pyrimidin-4-yloxy)-1H-indole). As a reaction SMILES: [NH2:1][C:2]1[N:7]=[C:6]([Cl:8])[CH:5]=[C:4](Cl)[N:3]=1.[OH:10][C:11]1[CH:12]=[C:13]2[C:17](=[CH:18][CH:19]=1)[NH:16][CH:15]=[CH:14]2.[OH-].[Na+].CCOC(C)=O.CCCCCC>CC(C)=O.O>[NH2:1][C:2]1[N:3]=[C:4]([O:10][C:11]2[CH:12]=[C:13]3[C:17](=[CH:18][CH:19]=2)[NH:16][CH:15]=[CH:14]3)[CH:5]=[C:6]([Cl:8])[N:7]=1 |f:2.3,4.5|. Procedure details: 10 g (61 mMol) 2-amino-4,6-dichloro-pyrimidine and 8.1 g (61 mMol) 5-hydroxyindole are suspended in 250 ml acetone. Then 120 ml 1 N NaOH in water are added and the mixture is stirred at an oilbath temperature of 70° C. for 2 h. The reaction mixture is partially concentrated and the residue diluted with water. Extraction with 3 portions of EtOAc, washing the organic layers twice with water and brine, drying (Na2SO4), addition of 100 g SiO2 and concentration in vacuo gives a powder. This is put on...